This data is from the Open Reaction Database (ORD), a public repository of structured organic reaction records. The task is: describe an organic reaction: reactants, conditions, products, and yield The reactants are BrC1=CC(=C(C(=O)O)C=C1)F (4-bromo-2-fluorobenzoic acid), C(C)(C)N (isopropylamine), Cl (hydrochloric acid). Solvent: N1=CC=CC=C1 (pyridine). Run at temperature 100 celsius, time 8 hour. Yields the product BrC1=CC(=C(C(=O)O)C=C1)NC(C)C (4-bromo-2-(isopropylamino)benzoic acid). RXN SMILES: [Br:1][C:2]1[CH:10]=[CH:9][C:5]([C:6]([OH:8])=[O:7])=[C:4](F)[CH:3]=1.[CH:12]([NH2:15])([CH3:14])[CH3:13].Cl>N1C=CC=CC=1>[Br:1][C:2]1[CH:10]=[CH:9][C:5]([C:6]([OH:8])=[O:7])=[C:4]([NH:15][CH:12]([CH3:14])[CH3:13])[CH:3]=1. Reported procedure: To a solution of 4-bromo-2-fluorobenzoic acid (1 g) in pyridine (5 ml) was added isopropylamine (1.94 ml) at room temperature and the mixture was stirred at 100° C. overnight. The mixture was poured into aqueous hydrochloric acid (1N) and extracted with ethyl acetate. The organic layer was washed with brine, dried over magnesium sulfate and evaporated. The residue was purified by column chromatography on silica gel (hexane/ethyl acetate=2/1) to give 4-bromo-2-(isopropylamino)benzoic acid (218 mg... The reactants are C=O (formic aldehyde), COC=1C=CC(=C2CC(NC12)=O)C1CNCCC1 (1,3-dihydro-7-methoxy-4-(3-piperidinyl)-2H-indol-2-one), [BH4-].[Na+] (sodium borohydride). The solvent is O (water), CO (methanol). Run at temperature 5 celsius. Yields the product COC=1C=CC(=C2CC(NC12)=O)C1CN(CCC1)C (1,3-dihydro-7-methoxy-4-(1-methyl-3-piperidinyl)-2H-indol-2-one). As a reaction SMILES: [CH3:1][O:2][C:3]1[CH:4]=[CH:5][C:6]([CH:13]2[CH2:18][CH2:17][CH2:16][NH:15][CH2:14]2)=[C:7]2[C:11]=1[NH:10][C:9](=[O:12])[CH2:8]2.[CH2:19]=O.[BH4-].[Na+]>CO.O>[CH3:1][O:2][C:3]1[CH:4]=[CH:5][C:6]([CH:13]2[CH2:18][CH2:17][CH2:16][N:15]([CH3:19])[CH2:14]2)=[C:7]2[C:11]=1[NH:10][C:9](=[O:12])[CH2:8]2 |f:2.3|. Reported procedure: 4.5 g of the product of Example 1 were dissolved in 100 ml of methanol with stirring under an inert atmosphere and after cooling to about 5° C., 3.4 ml of 40% formic aldehyde were added dropwise. After stirring for 1 hour, 1.8 g of 95% sodium borohydride were added in small fractions and the mixture was stirred for 1 hour. The temperature was allowed to return to ambient and after diluting with iced water, extracting with methylene chloride, drying and evaporating to dryness under reduced pressu... Reactants: BrC=C(C)C=1C=NC=CC1 (3-(1-Bromoprop-1-en-2-yl)pyridine), ClC1=CC=2C3=C(NC2C=C1)CCN(CC3)C (9-Chloro-3-methyl-1,2,3,4,5,6-hexahydroazepino[4,5-b]indole), N1[C@H](C(=O)O)CCC1 (L-proline), [O-]P(=O)([O-])[O-].[K+].[K+].[K+] (K3PO4). Reagents/catalysts: [Cu]I (CuI). The solvent is CN(C)C=O (DMF). Conditions: time 10 minute. Product: ClC1=CC=2C3=C(N(C2C=C1)\C=C(/C)\C=1C=NC=CC1)CCN(CC3)C ((E)-9-chloro-3-methyl-6-(2-(pyridin-3-yl)prop-1-enyl)-1,2,3,4,5,6-hexahydroazepino[4,5-b]indole). Reaction SMILES: [Cl:1][C:2]1[CH:10]=[CH:9][C:8]2[NH:7][C:6]3[CH2:11][CH2:12][N:13]([CH3:16])[CH2:14][CH2:15][C:5]=3[C:4]=2[CH:3]=1.N1CCC[C@H]1C(O)=O.[O-]P([O-])([O-])=O.[K+].[K+].[K+].Br[CH:34]=[C:35]([C:37]1[CH:38]=[N:39][CH:40]=[CH:41][CH:42]=1)[CH3:36]>CN(C=O)C.[Cu]I>[Cl:1][C:2]1[CH:10]=[CH:9][C:8]2[N:7](/[CH:34]=[C:35](/[C:37]3[CH:38]=[N:39][CH:40]=[CH:41][CH:42]=3)\[CH3:36])[C:6]3[CH2:11][CH2:12][N:13]([CH3:16])[CH2:14][CH2:15][C:5]=3[C:4]=2[CH:3]=1 |f:2.3.4.5|. Procedure: 9-Chloro-3-methyl-1,2,3,4,5,6-hexahydroazepino[4,5-b]indole (200 mg, 0.85 mmol) was dissolved in DMF (6 mL), CuI (16 mg, 0.085 mmol), L-proline (19 mg, 0.17 mmol), K3PO4 (364 mg, 1.70 mmol) were added and stirred for 10 min. at RT. 3-(1-Bromoprop-1-en-2-yl)pyridine (203 mg, 1.02 mmol) was added dropwise and the reaction mixture was heated at 90° C. for 18 h. DMF was evaporated under reduced pressure and the reaction mixture was poured into water (10 mL). The aqueous mixture was extracted with et... Starting materials: C[S-], CN1CCCC1=O, Cc1cccc(Cl)c1C#N, [Na+]. Product: Cc1cccc(S)c1C#N. RXN SMILES: [CH3:11][S-:12].[CH3:14][N:15]1[CH2:16][CH2:17][CH2:18][C:19]1=[O:20].[Cl:1][c:2]1[c:3]([C:4]#[N:5])[c:6]([CH3:10])[cH:7][cH:8][cH:9]1.[Na+:13]>>[c:2]1([SH:12])[c:3]([C:4]#[N:5])[c:6]([CH3:10])[cH:7][cH:8][cH:9]1. The product is COC1=C(C=CC(=C1)OC)C(=O)N=C=S (2,4-Dimethoxy-1-benzenecarbonyl isothiocyanate), COC1=C(C(=O)NC(=S)NC2=CC(=C(C=C2)OC2=CC=NC3=CC(=C(C=C23)OC)OC)F)C=CC(=C1)OC (N-(2,4-Dimethoxybenzoyl)-N′-{4-[(6,7-dimethoxy-4-quinolyl)oxy]-3-fluorophenyl}thiourea). Solvent: C(C)O (ethanol), C(C)O (ethanol), C1(=CC=CC=C1)C (toluene). Reaction SMILES: COC1C=C(OC)C=CC=1C(Cl)=O.[CH3:14][O:15][C:16]1[CH:17]=[C:18]2[C:23](=[CH:24][C:25]=1[O:26][CH3:27])[N:22]=[CH:21][CH:20]=[C:19]2[O:28][C:29]1[CH:35]=[CH:34][C:32]([NH2:33])=[CH:31][C:30]=1[F:36].[CH3:37][O:38][C:39]1[CH:44]=[C:43]([O:45][CH3:46])[CH:42]=[CH:41][C:40]=1[C:47]([N:49]=[C:50]=[S:51])=[O:48]>C1(C)C=CC=CC=1.C(O)C>[CH3:37][O:38][C:39]1[CH:44]=[C:43]([O:45][CH3:46])[CH:42]=[CH:41][C:40]=1[C:47]([N:49]=[C:50]=[S:51])=[O:48].[CH3:37][O:38][C:39]1[CH:44]=[C:43]([O:45][CH3:46])[CH:42]=[CH:41][C:40]=1[C:47]([NH:49][C:50]([NH:33][C:32]1[CH:34]=[CH:35][C:29]([O:28][C:19]2[C:18]3[C:23](=[CH:24][C:25]([O:26][CH3:27])=[C:16]([O:15][CH3:14])[CH:17]=3)[N:22]=[CH:21][CH:20]=2)=[C:30]([F:36])[CH:31]=1)=[S:51])=[O:48]. Yield: 53.0%. Reaction conditions: time 2 hour. Procedure: 2,4-Dimethoxy-1-benzenecarbonyl isothiocyanate was prepared using commercially available 2,4-dimethoxy-1-benzenecarbonyl chloride (80 mg) as a starting compound according to the description of the literature. 4-[(6,7-Dimethoxy-4-quinolyl)oxy]-3-fluoroaniline (50 mg) was dissolved in toluene (5 ml) and ethanol (1 ml) to prepare a solution. A solution of 2,4-dimethoxy-1-benzenecarbonyl isothiocyanate in ethanol (1 ml) was then added to the solution, and the mixture was stirred at room temperature ... Starting materials: COC1=C(C=CC(=C1)OC)C(=O)N=C=S (2,4-dimethoxy-1-benzenecarbonyl isothiocyanate), COC1=C(C=CC(=C1)OC)C(=O)Cl (2,4-dimethoxy-1-benzenecarbonyl chloride), COC=1C=C2C(=CC=NC2=CC1OC)OC1=C(C=C(N)C=C1)F (4-[(6,7-Dimethoxy-4-quinolyl)oxy]-3-fluoroaniline). Starting materials: NC=1C(=C(C=CC1)/C=C/C(=O)OC(C)(C)C)F (tert-butyl (2E)-3-(3-amino-2-fluorophenyl)acrylate). The reagents and catalysts are [Pd] (Palladium on carbon). Solvent: C(C)O (ethanol), C1CCOC1 (THF). Conditions: time 8 hour. Product: NC=1C(=C(C=CC1)CCC(=O)OC(C)(C)C)F (tert-Butyl 3-(3-amino-2-fluorophenyl)propanoate). As a reaction SMILES: [NH2:1][C:2]1[C:3]([F:17])=[C:4](/[CH:8]=[CH:9]/[C:10]([O:12][C:13]([CH3:16])([CH3:15])[CH3:14])=[O:11])[CH:5]=[CH:6][CH:7]=1>[Pd].C(O)C.C1COCC1>[NH2:1][C:2]1[C:3]([F:17])=[C:4]([CH2:8][CH2:9][C:10]([O:12][C:13]([CH3:15])([CH3:14])[CH3:16])=[O:11])[CH:5]=[CH:6][CH:7]=1. Procedure: Palladium on carbon (10%) was added to a solution of 1660 mg (7.0 mmol) of tert-butyl (2E)-3-(3-amino-2-fluorophenyl)acrylate in a mixture of 5 ml of ethanol and 3 ml of THF, and the mixture was stirred vigorously at atmospheric pressure under an atmosphere of hydrogen overnight. The reaction mixture was then filtered through kieselguhr and the filter residue was washed repeatedly with ethanol/THF. The combined filtrates were concentrated under reduced pressure and the residue was purified by ch...